This data is from the Open Reaction Database (ORD), a public repository of structured organic reaction records. The task is: describe an organic reaction: reactants, conditions, products, and yield Reactants: OC1=CC=CC=2NN=NC21 (hydroxybenzotriazole), Cl.CN(CCCN=C=NCC)C (1-[3-(dimethylamino)propyl]-3-ethylcarbodiimide hydrochloride), OC=1C=C(C(=O)O)C=CC1 (3-Hydroxybenzoic acid), CN1CCOCC1 (N-methylmorpholine), C(C)(C)N (iso-propylamine). The solvent is C(Cl)Cl (CH2Cl2), C(Cl)Cl (CH2Cl2). Conditions: time 16 hour. The product is C(C)(C)NC(C1=CC(=CC=C1)O)=O ((N-Isopropyl)-3-hydroxybenzamide). RXN SMILES: [OH:1][C:2]1[CH:3]=[C:4]([CH:8]=[CH:9][CH:10]=1)[C:5]([OH:7])=O.CN1CCOCC1.[CH:18]([NH2:21])([CH3:20])[CH3:19].OC1C2N=NNC=2C=CC=1.Cl.CN(C)CCCN=C=NCC>C(Cl)Cl>[CH:18]([NH:21][C:5](=[O:7])[C:4]1[CH:8]=[CH:9][CH:10]=[C:2]([OH:1])[CH:3]=1)([CH3:20])[CH3:19] |f:4.5|. Reported procedure: 3-Hydroxybenzoic acid (0.966 g, 7.0 mmol), N-methylmorpholine (2.3 mL, 21 mmol), iso-propylamine (1.78 mL, 21 mmol) and CH2Cl2 (30 mL) were dissolved together and hydroxybenzotriazole (1.03 g, 7.7 mmol) and 1-[3-(dimethylamino)propyl]-3-ethylcarbodiimide hydrochloride (1.47 g, 7.7 mmol) was added; stirred 16 h, diluted with CH2Cl2 (70 mL) and the organic phase was washed with satd aq NaHCO3, H2O, 0.3 N HCl, H2O, and satd aq NaCl, dried (Na2SO4) and concentrated to afford 443 mg as a white foam. ... Starting materials: OCCI, Cc1nc(-c2ccn[nH]2)sc1C(=O)NCc1cccnc1. Product: Cc1nc(-c2ccn(CCO)n2)sc1C(=O)NCc1cccnc1. Reaction SMILES: [I:22][CH2:23][CH2:24][OH:25].[n:1]1[cH:2][c:3]([CH2:7][NH:8][C:9](=[O:10])[c:11]2[c:12]([CH3:21])[n:13][c:14](-[c:16]3[nH:17][n:18][cH:19][cH:20]3)[s:15]2)[cH:4][cH:5][cH:6]1>>[n:1]1[cH:2][c:3]([CH2:7][NH:8][C:9](=[O:10])[c:11]2[c:12]([CH3:21])[n:13][c:14](-[c:16]3[n:17][n:18]([CH2:23][CH2:24][OH:25])[cH:19][cH:20]3)[s:15]2)[cH:4][cH:5][cH:6]1. The reactants are [BH4-], CCO, [Cl-], O=Cc1c(Cl)cc(OCc2ccccc2)cc1Cl, [NH4+], [Na+]. Yields the product OCc1c(Cl)cc(OCc2ccccc2)cc1Cl. As a reaction SMILES: [BH4-:19].[CH3:23][CH2:24][OH:25].[Cl-:21].[Cl:1][c:2]1[c:3]([CH:4]=[O:5])[c:6]([Cl:18])[cH:7][c:8]([O:10][CH2:11][c:12]2[cH:13][cH:14][cH:15][cH:16][cH:17]2)[cH:9]1.[NH4+:22].[Na+:20]>>[Cl:1][c:2]1[c:3]([CH2:4][OH:5])[c:6]([Cl:18])[cH:7][c:8]([O:10][CH2:11][c:12]2[cH:13][cH:14][cH:15][cH:16][cH:17]2)[cH:9]1. The reactants are FC(F)(F)c1cccc(CBr)n1, Cc1ccc(C(=O)c2c[nH]c3ccccc3c2=O)nc1C, CN(C)C=O, [H-], [Na+]. The product is Cc1ccc(C(=O)c2cn(Cc3cccc(C(F)(F)F)n3)c3ccccc3c2=O)nc1C. As a reaction SMILES: [Br:24][CH2:25][c:26]1[n:27][c:28]([C:32]([F:33])([F:34])[F:35])[cH:29][cH:30][cH:31]1.[CH3:1][c:2]1[cH:3][cH:4][c:5]([C:9](=[O:10])[c:11]2[cH:12][nH:13][c:14]3[cH:15][cH:16][cH:17][cH:18][c:19]3[c:20]2=[O:21])[n:6][c:7]1[CH3:8].[CH3:36][N:37]([CH3:38])[CH:39]=[O:40].[H-:22].[Na+:23]>>[CH3:1][c:2]1[cH:3][cH:4][c:5]([C:9](=[O:10])[c:11]2[cH:12][n:13]([CH2:25][c:26]3[n:27][c:28]([C:32]([F:33])([F:34])[F:35])[cH:29][cH:30][cH:31]3)[c:14]3[cH:15][cH:16][cH:17][cH:18][c:19]3[c:20]2=[O:21])[n:6][c:7]1[CH3:8]. Starting materials: C(C1=CC=CC=C1)(=O)O[C@H]1[C@@H](O[C@@H]([C@H]1F)CC(SC1=CC=CC=C1)P(=O)(OCC)OCC)OC(C)=O ((2S,3S,4R,5R)-2-acetoxy-5-(2-(diethoxyphosphoryl)-2-(phenylthio)ethyl)-4-fluoro-tetrahydrofuran-3-yl benzoate), C(C)(=O)NC=1NC(C=2N=CN([C@H]3[C@H](O)[C@H](O)[C@@H](CO)O3)C2N1)=O (N-Acetyl Guanosine), ice, Cl[Sn](Cl)(Cl)Cl (SnCl4). Run in ClCCCl (DCE), C(Cl)Cl (CH2Cl2), C(Cl)Cl (CH2Cl2). Yields the product C(C1=CC=CC=C1)(=O)O[C@H]1[C@@H](O[C@@H]([C@H]1F)CC(SC1=CC=CC=C1)P(=O)(OCC)OCC)N1C=2N=C(NC(C2N=C1)=O)NC(C)=O ((2R,3S,4R,5R)-2-(2-acetamido-6-oxo-1,6-dihydropurin-9-yl)-5-(2-(diethoxyphosphoryl)-2-(phenylthio)ethyl)-4-fluoro-tetrahydrofuran-3-yl benzoate). The yield is 29.3%. RXN SMILES: [C:1]([NH:4][C:5]1[NH:6][C:7](=[O:23])[C:8]2[N:9]=[CH:10][N:11]([C:21]=2[N:22]=1)[C@@H]1O[C@H](CO)[C@@H](O)[C@H]1O)(=[O:3])[CH3:2].[C:24]([O:32][C@@H:33]1[C@H:37]([F:38])[C@@H:36]([CH2:39][CH:40]([P:48]([O:53][CH2:54][CH3:55])([O:50][CH2:51][CH3:52])=[O:49])[S:41][C:42]2[CH:47]=[CH:46][CH:45]=[CH:44][CH:43]=2)[O:35][C@H:34]1OC(=O)C)(=[O:31])[C:25]1[CH:30]=[CH:29][CH:28]=[CH:27][CH:26]=1.Cl[Sn](Cl)(Cl)Cl>C(Cl)Cl.ClCCCl>[C:24]([O:32][C@@H:33]1[C@H:37]([F:38])[C@@H:36]([CH2:39][CH:40]([P:48]([O:53][CH2:54][CH3:55])([O:50][CH2:51][CH3:52])=[O:49])[S:41][C:42]2[CH:47]=[CH:46][CH:45]=[CH:44][CH:43]=2)[O:35][C@H:34]1[N:11]1[CH:10]=[N:9][C:8]2[C:7](=[O:23])[NH:6][C:5]([NH:4][C:1](=[O:3])[CH3:2])=[N:22][C:21]1=2)(=[O:31])[C:25]1[CH:30]=[CH:29][CH:28]=[CH:27][CH:26]=1. Reported procedure: N-Acetyl Guanosine (108 mg, 0.56 mmol) was suspended in 10 mL anhydrous CH2Cl2. With stirring under nitrogen, BSA (345 mg, 1.4 mmol) was added to the suspension. The mixture was stirred at 80° C. for 2 h and cooled to r.t. Compound 35.14 (200 mg, 0.37 mmol) in 5 mL anhydrous DCE was added to the mixture, followed by SnCl4 (64 mL, 0.55 mmol). The mixture was heated to 65° C. for 6 h and then cooled to r.t., diluted with 50 mL CH2Cl2 and poured onto a mixture of 50 g ice/50 mL saturated Rochelles ... The reactants are IC=1C=C(C=CC1)C(C=1SC2=C(N1)C=CC=C2)OC2CCN(CC2)C (2-[(3-iodophenyl)(1-methylpiperidin-4-yloxy)methyl]benzothiazole), C1(=CC=CC=C1)B(O)O (phenylboronic acid), C(C(=O)[O-])(=O)[O-] (oxalate). Reagents/catalysts: C(C)(=O)[O-].[Pd+2].C(C)(=O)[O-] (palladium acetate), [CH-]1C=CC=C1P(C2=CC=CC=C2)C3=CC=CC=C3.[CH-]1C=CC=C1P(C2=CC=CC=C2)C3=CC=CC=C3.[Fe+2] (1,1-bis(diphenylphosphino)ferrocene). The solvent is CC(=O)C (acetone). Conditions: temperature 95 celsius. The product is C1(=CC(=CC=C1)C(C=1SC2=C(N1)C=CC=C2)OC2CCN(CC2)C)C2=CC=CC=C2 (2-[biphenyl-3-yl(1-methylpiperidin-4-yloxy)methyl]benzothiazole), C(C(=O)[O-])(=O)[O-] (oxalate). Reaction SMILES: I[C:2]1[CH:3]=[C:4]([CH:8]([O:18][CH:19]2[CH2:24][CH2:23][N:22]([CH3:25])[CH2:21][CH2:20]2)[C:9]2[S:10][C:11]3[CH:17]=[CH:16][CH:15]=[CH:14][C:12]=3[N:13]=2)[CH:5]=[CH:6][CH:7]=1.[C:26]1(B(O)O)[CH:31]=[CH:30][CH:29]=[CH:28][CH:27]=1.[C:35]([O-:40])(=[O:39])[C:36]([O-:38])=[O:37]>CC(C)=O.C([O-])(=O)C.[Pd+2].C([O-])(=O)C.[CH-]1C(P(C2C=CC=CC=2)C2C=CC=CC=2)=CC=C1.[CH-]1C(P(C2C=CC=CC=2)C2C=CC=CC=2)=CC=C1.[Fe+2]>[C:2]1([C:26]2[CH:31]=[CH:30][CH:29]=[CH:28][CH:27]=2)[CH:7]=[CH:6][CH:5]=[C:4]([CH:8]([O:18][CH:19]2[CH2:24][CH2:23][N:22]([CH3:25])[CH2:21][CH2:20]2)[C:9]2[S:10][C:11]3[CH:17]=[CH:16][CH:15]=[CH:14][C:12]=3[N:13]=2)[CH:3]=1.[C:35]([O-:40])(=[O:39])[C:36]([O-:38])=[O:37] |f:4.5.6,7.8.9|. Procedure: A mixture of 2-[(3-iodophenyl)(1-methylpiperidin-4-yloxy)methyl]benzothiazole (200 mg), phenylboronic acid (70 mg), palladium acetate (4.8 mg) and 1,1-bis(diphenylphosphino)ferrocene is placed in a round-bottom flask and purged with argon. A 1M aqueous degassed solution of potassium carbonate (1.51 mL) and degassed tetrahydrofuran (2 mL) are introduced. The mixture is heated at 95° C. for 30 min, cooled back to room temperature and filtered over a celite pad. The cake is rinsed with ethyl acetat... Starting materials: CC1(N(C(N(C1=O)C1=CC=C(C=C1)C(C(=O)OC)(C)C)=O)CC1=CC(=NC=C1)NC=1C=NC=CC1)C (methyl 2-[4-(4,4-dimethyl-2,5-dioxo-3-{[2-(pyridin-3-ylamino)pyridin-4-yl]methyl}imidazolidin-1-yl)phenyl]-2-methylpropanoate), [OH-].[K+] (potassium hydroxide), Cl (HCl). The solvent is O (water), CO (methanol). Yields the product CC1(N(C(N(C1=O)C1=CC=C(C=C1)C(C(=O)O)(C)C)=O)CC1=CC(=NC=C1)NC=1C=NC=CC1)C (2-[4-(4,4-dimethyl-2,5-dioxo-3-{[2-(pyridin-3-ylamino)pyridin-4-yl]methyl}imidazolidin-1-yl)phenyl]-2-methylpropanoic acid). Isolated yield 68.1%. As a reaction SMILES: [CH3:1][C:2]1([CH3:36])[C:6](=[O:7])[N:5]([C:8]2[CH:13]=[CH:12][C:11]([C:14]([CH3:20])([CH3:19])[C:15]([O:17]C)=[O:16])=[CH:10][CH:9]=2)[C:4](=[O:21])[N:3]1[CH2:22][C:23]1[CH:28]=[CH:27][N:26]=[C:25]([NH:29][C:30]2[CH:31]=[N:32][CH:33]=[CH:34][CH:35]=2)[CH:24]=1.[OH-].[K+].Cl>CO.O>[CH3:1][C:2]1([CH3:36])[C:6](=[O:7])[N:5]([C:8]2[CH:13]=[CH:12][C:11]([C:14]([CH3:19])([CH3:20])[C:15]([OH:17])=[O:16])=[CH:10][CH:9]=2)[C:4](=[O:21])[N:3]1[CH2:22][C:23]1[CH:28]=[CH:27][N:26]=[C:25]([NH:29][C:30]2[CH:31]=[N:32][CH:33]=[CH:34][CH:35]=2)[CH:24]=1 |f:1.2|. Procedure: To a solution of 0.34 g of methyl 2-[4-(4,4-dimethyl-2,5-dioxo-3-{[2-(pyridin-3-ylamino)pyridin-4-yl]methyl}imidazolidin-1-yl)phenyl]-2-methylpropanoate obtained in stage e) below in 20 mL of methanol, at room temperature, are added 7 mL of 1N potassium hydroxide. The reaction medium is heated at reflux for two hours and concentrated under reduced pressure. The residue obtained is taken up in 10 mL of water and then acidified with 2N HCl to pH=5. The white solid formed is filtered off and then d... Reactants: O1C(CCC2=C1C=CC=C2)C(=O)Cl (2,3-dihydro-4H-benzopyran-2-carboxylic acid chloride), N1(CCNCC1)C1=NC2=CC(=C(C=C2C(=N1)N)Cl)OC (2-(piperazin-1-yl)-4-amino-6-chloro-7-methoxyquinazoline). Solvent: CO (methanol). Run at time 3 hour. Yields the product Cl.O1C(CCC2=C1C=CC=C2)C(=O)N2CCN(CC2)C2=NC1=CC(=C(C=C1C(=N2)N)Cl)OC (2-[4-(2,3-Dihydro-4H-benzopyran-2-carbonyl)-piperazin-1-yl]-4-amino-6-chloro-7-methoxyquinazoline hydrochloride). RXN SMILES: [N:1]1([C:7]2[N:16]=[C:15]([NH2:17])[C:14]3[C:9](=[CH:10][C:11]([O:19][CH3:20])=[C:12]([Cl:18])[CH:13]=3)[N:8]=2)[CH2:6][CH2:5][NH:4][CH2:3][CH2:2]1.[O:21]1[C:26]2[CH:27]=[CH:28][CH:29]=[CH:30][C:25]=2[CH2:24][CH2:23][CH:22]1[C:31](Cl)=[O:32]>CO>[ClH:18].[O:21]1[C:26]2[CH:27]=[CH:28][CH:29]=[CH:30][C:25]=2[CH2:24][CH2:23][CH:22]1[C:31]([N:4]1[CH2:5][CH2:6][N:1]([C:7]2[N:16]=[C:15]([NH2:17])[C:14]3[C:9](=[CH:10][C:11]([O:19][CH3:20])=[C:12]([Cl:18])[CH:13]=3)[N:8]=2)[CH2:2][CH2:3]1)=[O:32] |f:3.4|. Procedure details: To 0.10 mole of 2-(piperazin-1-yl)-4-amino-6-chloro-7-methoxyquinazoline in 300 ml. of methanol is added with vigorous stirring, 0.10 mole of 2,3-dihydro-4H-benzopyran-2-carboxylic acid chloride. After the addition is complete, the mixture is stirred for three hours at room temperature and the precipitated title compound is collected by filtration.